From a dataset of the Open Reaction Database (ORD), a public repository of structured organic reaction records. describe an organic reaction: reactants, conditions, products, and yield The reactants are ClC1=CC2=C(N(C(=N2)CCl)CCCC(F)(F)F)C=C1 (5-chloro-2-chloromethyl-1-(4,4,4-trifluoro-butyl)-1H-benzoimidazole), CS(=O)(=O)C1=NNC2=CC=CC=C12 (3-methanesulfonyl-1H-indazole), CS(=O)(=O)C1=NNC2=CN=CC=C21 (3-(methylsulfonyl)-1H-pyrazolo[3,4-c]pyridine). Product: ClC1=CC2=C(N(C(=N2)CN2N=C(C3=CC=CC=C23)S(=O)(=O)C)C=2C=NC(=CC2)F)C=C1 (1-{[5-chloro-1-(6-fluoropyridin-3-yl)-1H-benzimidazol-2-yl]methyl}-3-(methylsulfonyl)-1H-indazole). Reaction SMILES: [Cl:1][C:2]1[CH:19]=[CH:18][C:5]2[N:6]([CH2:11][CH2:12][CH2:13][C:14]([F:17])(F)F)[C:7]([CH2:9]Cl)=[N:8][C:4]=2[CH:3]=1.[CH3:20][S:21]([C:24]1[C:32]2[C:27](=[CH:28][CH:29]=[CH:30][CH:31]=2)[NH:26][N:25]=1)(=[O:23])=[O:22].CS([C:37]1C2C(=CN=CC=2)N[N:38]=1)(=O)=O>>[Cl:1][C:2]1[CH:19]=[CH:18][C:5]2[N:6]([C:11]3[CH:37]=[N:38][C:14]([F:17])=[CH:13][CH:12]=3)[C:7]([CH2:9][N:26]3[C:27]4[C:32](=[CH:31][CH:30]=[CH:29][CH:28]=4)[C:24]([S:21]([CH3:20])(=[O:22])=[O:23])=[N:25]3)=[N:8][C:4]=2[CH:3]=1. Procedure: Example 3-1 was prepared in analogy to Example 2-1 by using 5-chloro-2-chloromethyl-1-(4,4,4-trifluoro-butyl)-1H-benzoimidazole and 3-methanesulfonyl-1H-indazole instead of 5-chloro-2-chloromethyl-1-((S)-1,1-dioxo-tetrahydro-1λ6-thiophen-3-yl)-1H-benzoimidazole and 3-(methylsulfonyl)-1H-pyrazolo[3,4-c]pyridine.